This data is from the Open Reaction Database (ORD), a public repository of structured organic reaction records. The task is: describe an organic reaction: reactants, conditions, products, and yield Starting materials: [N+](=O)([O-])C1=C(C=CC=C1)F (nitrofluorobenzene), ester, NC1(CC=CC=C1)SC1=CC=CC(=C1)F (1-amino-2-phenylsulfanyl-(4-fluorobenzene)), C1(=CC=CC=C1)OC(NC1=C(C=CC=C1)SC1=CC=C(C=C1)F)=O ([2-(4-fluoro-phenylsulfanyl)-phenyl]-carbamic acid phenyl ester). The product is FC=1C=CC2=C(C(NC3=C(S2)C=CC=C3)=O)C1 (2-fluoro-10H-dibenzo[b,f][1,4]thiazepin-11-one). As a reaction SMILES: [N+](C1C=CC=CC=1F)([O-])=O.NC1(SC2C=C(F)C=CC=2)C=CC=CC1.C1([O:32][C:33](=O)[NH:34][C:35]2[CH:40]=[CH:39][CH:38]=[CH:37][C:36]=2[S:41][C:42]2[CH:47]=[CH:46][C:45]([F:48])=[CH:44][CH:43]=2)C=CC=CC=1>>[F:48][C:45]1[CH:44]=[CH:43][C:42]2[S:41][C:36]3[CH:37]=[CH:38][CH:39]=[CH:40][C:35]=3[NH:34][C:33](=[O:32])[C:47]=2[CH:46]=1. Reported procedure: Thus, 1-chloro-2-nitrobenzene may be reacted with 4-fluorobenzenethiol in the presence of a base to form 1-nitro-2-phenylsulfanyl-(4-fluorobenzene). The nitrofluorobenzene may be reduced to 1-amino-2-phenylsulfanyl-(4-fluorobenzene) which can converted (for example, as shown) to [2-(4-fluoro-phenylsulfanyl)-phenyl]-carbamic acid phenyl ester. Such an ester may be cyclized as shown to form 2-fluoro-10H-dibenzo[b,f][1,4]thiazepin-11-one, that may be converted to 11-chloro-2-fluoro-dibenzo[b,f][1,4... Reactants: Cl.C(C#C)C=1N=C(NC1)N (4-Prop-2-ynyl-1H-imidazol-2-ylamine hydrochloride), N(=[N+]=[N-])CC(=CC1=CC=CC=C1)C ((3-Azido-2-methyl-propenyl)-benzene). Yields the product Cl.CC(CN1N=NC(=C1)CC=1N=C(NC1)N)=CC1=CC=CC=C1 (4-[1-(2-Methyl-3-phenyl-allyl)-1H [1,2,3]triazol-4-ylmethyl]-1H-imidazol-2-ylamine hydrochloride). The yield is 91.2%. Reaction SMILES: [ClH:1].[CH2:2]([C:5]1[N:6]=[C:7]([NH2:10])[NH:8][CH:9]=1)[C:3]#[CH:4].[N:11]([CH2:14][C:15]([CH3:23])=[CH:16][C:17]1[CH:22]=[CH:21][CH:20]=[CH:19][CH:18]=1)=[N+:12]=[N-:13]>>[ClH:1].[CH3:23][C:15](=[CH:16][C:17]1[CH:22]=[CH:21][CH:20]=[CH:19][CH:18]=1)[CH2:14][N:11]1[CH:4]=[C:3]([CH2:2][C:5]2[N:6]=[C:7]([NH2:10])[NH:8][CH:9]=2)[N:13]=[N:12]1 |f:0.1,3.4|. Procedure details: 4-Prop-2-ynyl-1H-imidazol-2-ylamine hydrochloride (0.127 g, 0.809 mmol) was reacted with (3-Azido-2-methyl-propenyl)-benzene (0.168 g, 0.971 mmol) following the general procedure for click reactions outlined above to produce 4-[1-(2-Methyl-3-phenyl-allyl)-1H [1,2,3]triazol-4-ylmethyl]-1H-imidazol-2-ylamine hydrochloride (0.244 g, 91%) of a pale yellow solid. 1H NMR (300 MHz, D2O) δ 7.94 (s, 1H), δ 7.40-7.35 (m, 5H), δ 6.56 (s, 1H), δ 5.10 (s, 2H), δ 3.99 (s, 2H), δ 1.76 (s, 3H) ppm; 13C δ 145.8,... The reactants are FC(F)(F)C1=CC=C(O)C=C1. The reagents and catalysts are O1BOC(C)(C)C1(C)C, N=1C=CC(=CC1C=2N=CC=C(C2)C(C)(C)C)C(C)(C)C, O1B(OC(C)(C)C1(C)C)B2OC(C)(C)C(O2)(C)C, C[OH2+].C[OH2+].C1CC=CCCC=C1.C1CC=CCCC=C1.[Ir].[Ir]. Solvent: C1CCCCC1. Reaction conditions: temperature 80 celsius, time 24 hour. Product: FC(F)(F)C1=CC=C(O)C(=C1)B2OC(C)(C)C(O2)(C)C. The yield is 65.0%. Procedure: A mixture of 4-[N-(2-benzyloxy-5-bromobenzyl)-N-ethyl-amino]benzonitrile (3.79 g), sodium azide (0.9 g) and ammonium chloride (1.4 g) in N,N-dimethylformamide (30 mL) was heated and stirred at 120° C. for 18 hours. The reaction mixture was allowed to cool and was poured into water (100 mL). The precipitate was filtered and dried. On crystallization from acetic acid there was obtained 5-[4-[N-(2- benzyloxy-5-bromobenzyl)-N-ethylamino)phenyl]tetrazole, yield 1.2 g, mp 206°-208° C. Reaction SMILES: [CH2:1]([O:8][C:9]1[CH:26]=[CH:25][C:24]([Br:27])=[CH:23][C:10]=1[CH2:11][N:12]([C:15]1[CH:22]=[CH:21][C:18]([C:19]#[N:20])=[CH:17][CH:16]=1)[CH2:13][CH3:14])[C:2]1[CH:7]=[CH:6][CH:5]=[CH:4][CH:3]=1.[N-:28]=[N+:29]=[N-:30].[Na+].[Cl-].[NH4+].O>CN(C)C=O>[CH2:1]([O:8][C:9]1[CH:26]=[CH:25][C:24]([Br:27])=[CH:23][C:10]=1[CH2:11][N:12]([C:15]1[CH:16]=[CH:17][C:18]([C:19]2[NH:30][N:29]=[N:28][N:20]=2)=[CH:21][CH:22]=1)[CH2:13][CH3:14])[C:2]1[CH:3]=[CH:4][CH:5]=[CH:6][CH:7]=1 |f:1.2,3.4|. The reactants are O (water), C(C1=CC=CC=C1)OC1=C(CN(CC)C2=CC=C(C#N)C=C2)C=C(C=C1)Br (4-[N-(2-benzyloxy-5-bromobenzyl)-N-ethyl-amino]benzonitrile), [N-]=[N+]=[N-].[Na+] (sodium azide), [Cl-].[NH4+] (ammonium chloride). The solvent is CN(C=O)C (N,N-dimethylformamide). Run at temperature 120 celsius, time 18 hour. Yields the product C(C1=CC=CC=C1)OC1=C(CN(CC)C2=CC=C(C=C2)C2=NN=NN2)C=C(C=C1)Br (5-[4-[N-(2- benzyloxy-5-bromobenzyl)-N-ethylamino)phenyl]tetrazole). Starting materials: [Cl-].[NH4+] (Ammonium chloride), O.O.O.O.O.O.O.[Cl-].[Ce+3].[Cl-].[Cl-] (Cerium (III) chloride heptahydrate), CC1(C(C=CC1=O)=O)C (2,2-dimethylcyclopent-4-ene-1,3-dione), [BH4-].[Na+] (sodium borohydride). Solvent: CCCCCC (hexane), C(C)OCC (diethyl ether), CO (methanol). Reaction conditions: temperature -78 celsius, time 2 hour. Yields the product OC1C=CC(C1(C)C)=O (4-hydroxy-5,5-dimethylcyclopent-2-enone). Isolated yield 70.5%. As a reaction SMILES: O.O.O.O.O.O.O.[Cl-].[Ce+3].[Cl-].[Cl-].[CH3:12][C:13]1([CH3:20])[C:17](=[O:18])[CH:16]=[CH:15][C:14]1=[O:19].[BH4-].[Na+].[Cl-].[NH4+]>CO.CCCCCC.C(OCC)C>[OH:19][CH:14]1[C:13]([CH3:20])([CH3:12])[C:17](=[O:18])[CH:16]=[CH:15]1 |f:0.1.2.3.4.5.6.7.8.9.10,12.13,14.15|. Procedure: Cerium (III) chloride heptahydrate (16.5 g, 44.3 mmol) was added to a stirred solution of the enedione 3 (5.00 g, 40.3 mmol) in methanol (150 ml) at room temperature, under an atmosphere of nitrogen. The resulting mixture was then cooled to −78° C. and sodium borohydride (1.68 g, 44.4 mmol) was added in portions over 30 minutes. The mixture was stirred at −78° C. for a further 2 hours, then at −30° C. for 45 minutes. Ammonium chloride (sat'd. aq., 150 ml) was then added and the mixture was extra... Reactants: NC=1C=CC(=C(C1)N1N=NN(C1=O)C)OCCO[Si](C)(C)C(C)(C)C (1-(5-amino-2-(2-((tert-butyldimethylsilyl)oxy)ethoxy)phenyl)-4-methyl-1,4-dihydro-5H-tetrazol-5-one), Cl.ClC1=NC=C(C(=N1)N[C@H]1CC(N2CCC[C@H]2C1)(C)C)F ((7R,8aS)-N-(2-chloro-5-fluoropyrimidin-4-yl)-octahydro-5,5-dimethylindolizin-7-amine hydrochloride), CC=1C=CC(=CC1)S(=O)(=O)O.O (pTsOH.H2O). Solvent: CC(C)O (IPA). Product: CC1(N2CCC[C@H]2C[C@H](C1)NC1=NC(=NC=C1F)NC=1C=CC(=C(C1)N1N=NN(C1=O)C)OCCO)C (1-(5-((4-(((7R,8aS)-5,5-dimethyloctahydroindolizin-7-yl)amino)-5-fluoropyrimidin-2-yl)amino)-2-(2-hydroxyethoxy)phenyl)-4-methyl-1,4-dihydro-5H-tetrazol-5-one). Isolated yield 20.0%. As a reaction SMILES: [NH2:1][C:2]1[CH:3]=[CH:4][C:5]([O:15][CH2:16][CH2:17][O:18][Si](C(C)(C)C)(C)C)=[C:6]([N:8]2[C:12](=[O:13])[N:11]([CH3:14])[N:10]=[N:9]2)[CH:7]=1.Cl.Cl[C:28]1[N:33]=[C:32]([NH:34][C@@H:35]2[CH2:43][C@H:42]3[N:38]([CH2:39][CH2:40][CH2:41]3)[C:37]([CH3:45])([CH3:44])[CH2:36]2)[C:31]([F:46])=[CH:30][N:29]=1.CC1C=CC(S(O)(=O)=O)=CC=1.O>CC(O)C>[CH3:44][C:37]1([CH3:45])[CH2:36][C@H:35]([NH:34][C:32]2[C:31]([F:46])=[CH:30][N:29]=[C:28]([NH:1][C:2]3[CH:3]=[CH:4][C:5]([O:15][CH2:16][CH2:17][OH:18])=[C:6]([N:8]4[C:12](=[O:13])[N:11]([CH3:14])[N:10]=[N:9]4)[CH:7]=3)[N:33]=2)[CH2:43][C@H:42]2[N:38]1[CH2:39][CH2:40][CH2:41]2 |f:1.2,3.4|. Procedure: The general displacement procedure was described herein was used with 1-(5-amino-2-(2-((tert-butyldimethylsilyl)oxy)ethoxy)phenyl)-4-methyl-1,4-dihydro-5H-tetrazol-5-one (382 mg, 1.1 mmol), (7R,8aS)-N-(2-chloro-5-fluoropyrimidin-4-yl)-octahydro-5,5-dimethylindolizin-7-amine hydrochloride (350 mg, 1.1 mmol) and pTsOH.H2O (398 mg, 2.1 mmol) in IPA (10 mL) at reflux to give the product (113 mg, 21% yield) as a solid, after workup and purification by column chromatography on silica gel using DCM/2M ...